From a dataset of the Open Reaction Database (ORD), a public repository of structured organic reaction records. describe an organic reaction: reactants, conditions, products, and yield The reactants are O=C([O-])[O-], C=CCBr, [K+], [K+], CN(C)C=O, O, O=Cc1cc[nH]n1. Yields the product C=CCn1nccc1C=O. RXN SMILES: [C:8](=[O:9])([O-:10])[O-:11].[CH2:14]([CH:15]=[CH2:16])[Br:17].[K+:12].[K+:13].[O:19]=[CH:20][N:21]([CH3:22])[CH3:23].[OH2:18].[nH:1]1[n:2][c:3]([CH:6]=[O:7])[cH:4][cH:5]1>>[n:1]1[n:2]([CH2:16][CH:15]=[CH2:14])[c:3]([CH:6]=[O:7])[cH:4][cH:5]1.